This data is from the Open Reaction Database (ORD), a public repository of structured organic reaction records. The task is: describe an organic reaction: reactants, conditions, products, and yield Starting materials: C(#N)C1=C(N=C(N(C1=O)C1=CC=C(C=C1)C)C1=CC=C(C=C1)SC)SC (5-cyano-1-(4-methylphenyl)-4-(methylthio)-2-[4-(methylthio)phenyl]-6-oxo-1,6-dihydropyrimidine), CN (methylamine). Solvent: C(C)O (ethanol). Product: C(#N)C1=C(N=C(N(C1=O)C1=CC=C(C=C1)C)C1=CC=C(C=C1)SC)NC (5-cyano-4-(methylamino)-1-(4-methylphenyl)-2-[4-(methylthio)phenyl]-6-oxo-1,6-dihydropyrimidine). Isolated yield 28.6%. As a reaction SMILES: [C:1]([C:3]1[C:8](=[O:9])[N:7]([C:10]2[CH:15]=[CH:14][C:13]([CH3:16])=[CH:12][CH:11]=2)[C:6]([C:17]2[CH:22]=[CH:21][C:20]([S:23][CH3:24])=[CH:19][CH:18]=2)=[N:5][C:4]=1SC)#[N:2].[CH3:27][NH2:28]>C(O)C>[C:1]([C:3]1[C:8](=[O:9])[N:7]([C:10]2[CH:11]=[CH:12][C:13]([CH3:16])=[CH:14][CH:15]=2)[C:6]([C:17]2[CH:18]=[CH:19][C:20]([S:23][CH3:24])=[CH:21][CH:22]=2)=[N:5][C:4]=1[NH:28][CH3:27])#[N:2]. Reported procedure: A suspension of 5-cyano-1-(4-methylphenyl)-4-(methylthio)-2-[4-(methylthio)phenyl]-6-oxo-1,6-dihydropyrimidine (2 g, 5.3 mmol) (prepared according to the procedure disclosed in example 6) in ethanol (20 ml) with methylamine (0.33 g, 10.6 mmol) was refluxed for 2 hr. Then the reaction mass poured on to ice and the resulted solid filtered, washed thoroughly with water. The resulted solid purified by column chromatography using ethyl acetate and hexane mixture as eluent to yield title compound (0.5... Starting materials: BrC1=C(C=CC=C1)N1C(N(C2=NC(=NC=C2C1)S(=O)(=O)C)C1=CC(=CC=C1)CCN1C(C=2C(C1=O)=CC=CC2)=O)=O (3-(2-bromophenyl)-7-methanesulfonyl-3,4-dihydro-1-[3-(2-phthalimidoethyl)phenyl]pyrimido[4,5-d]pyrimidin-2(1H)-one), COC1=CC=C(N)C=C1 (4-methoxyaniline). Run in Cl (hydrochloric acid). Reaction conditions: temperature 120 celsius. The product is COC1=CC=C(NN2C(NCC=3C2=NC=NC3)=O)C=C1 (4-methoxyanilino-3,4-dihydropyrimido[4,5-d]pyrimidin-2(1H)-one). As a reaction SMILES: BrC1C=CC=CC=1[N:8]1[CH2:17][C:16]2[C:11](=[N:12][C:13](S(C)(=O)=O)=[N:14][CH:15]=2)[N:10](C2C=CC=C(CCN3C(=O)C4=CC=CC=C4C3=O)C=2)[C:9]1=[O:41].[CH3:42][O:43][C:44]1[CH:50]=[CH:49][C:47]([NH2:48])=[CH:46][CH:45]=1>Cl>[CH3:42][O:43][C:44]1[CH:50]=[CH:49][C:47]([NH:48][N:10]2[C:11]3=[N:12][CH:13]=[N:14][CH:15]=[C:16]3[CH2:17][NH:8][C:9]2=[O:41])=[CH:46][CH:45]=1. Procedure details: A solution of 130 mg (0.31 mmol) of 3-(2-bromophenyl)-7-methanesulfonyl-3,4-dihydro-1-[3-(2-phthalimidoethyl)phenyl]pyrimido[4,5-d]pyrimidin-2(1H)-one from Example 50 was treated with 1 g (8 mmol) of 4-methoxyaniline. The mixture was heated to 120° C. for 2 hours. The mixture was cooled and treated with 30 ml of 2M aqueous hydrochloric acid. The suspended solid was filtered, washed with water and dried. The solid was dissolved in 20 ml of ethanol and treated with 0.2 ml of hydrazine hydrate. Aft...